This data is from the Open Reaction Database (ORD), a public repository of structured organic reaction records. The task is: describe an organic reaction: reactants, conditions, products, and yield The reactants are SCCO (2-mercaptoethanol), [OH-].[K+] (potassium hydroxide), N1(CCCCC1)CC1=CC(=NC=C1)OCCCNC(CCl)=O (N-[3-(4-piperidinomethyl-2-pyridyloxy)propyl]-2-chloroacetamide). Solvent: CO (methanol). Run at time 1 hour. Yields the product N1(CCCCC1)CC1=CC(=NC=C1)OCCCNC(CSCCO)=O (N-[3-(4-Piperidinomethyl-2-pyridyloxy)propyl]-2-(2-hydroxyethylthio)acetamide). The yield is 77.0%. RXN SMILES: [SH:1][CH2:2][CH2:3][OH:4].[OH-].[K+].[N:7]1([CH2:13][C:14]2[CH:19]=[CH:18][N:17]=[C:16]([O:20][CH2:21][CH2:22][CH2:23][NH:24][C:25](=[O:28])[CH2:26]Cl)[CH:15]=2)[CH2:12][CH2:11][CH2:10][CH2:9][CH2:8]1>CO>[N:7]1([CH2:13][C:14]2[CH:19]=[CH:18][N:17]=[C:16]([O:20][CH2:21][CH2:22][CH2:23][NH:24][C:25](=[O:28])[CH2:26][S:1][CH2:2][CH2:3][OH:4])[CH:15]=2)[CH2:12][CH2:11][CH2:10][CH2:9][CH2:8]1 |f:1.2|. Reported procedure: 0.12 ml of 2-mercaptoethanol was added to a solution of 0.13 g of 85% potassium hydroxide and 0.50 g of N-[3-(4-piperidinomethyl-2-pyridyloxy)propyl]-2-chloroacetamide [prepared as described in step (a) above] in 10 ml methanol, and the resulting mixture was stirred at room temperature for 1 hour. At the end of this time, the reaction mixture was concentrated by evaporation under reduced pressure, the concentrate was mixed with water, and the resulting aqueous mixture was extracted with chlorofo... Reactants: Cl.COC=1C=C(C=CC1OC)C=1C(C(N(N1)C1CCNCC1)=O)(C)CC (5-(3,4-dimethoxyphenyl)-4-ethyl-4-methyl-2-piperidin-4-yl-2,4-dihydro-3H-pyrazol-3-one hydrochloride), Cl.COC=1C=C(C=CC1OC)C=1C(C(N(N1)C1CCNCC1)=O)(C)CC (5-(3,4-dimethoxyphenyl)-4-ethyl-4-methyl-2-piperidin-4-yl-2,4-dihydro-3H-pyrazol-3-one hydrochloride), CC=1C=C(C=CC1)S(=O)(=O)Cl (3-methylbenzenesulfonyl chloride). Yields the product COC=1C=C(C=CC1OC)C=1C(C(N(N1)C1CCN(CC1)S(=O)(=O)C1=CC(=CC=C1)C)=O)(C)CC (5-(3,4-Dimethoxyphenyl)-4-ethyl-4-methyl-2-{1-[(3-methylphenyl)sulfonyl]piperidin-4-yl}-2,4-dihydro-3H-pyrazol-3-one). RXN SMILES: Cl.[CH3:2][O:3][C:4]1[CH:5]=[C:6]([C:12]2[C:13]([CH2:25][CH3:26])([CH3:24])[C:14](=[O:23])[N:15]([CH:17]3[CH2:22][CH2:21][NH:20][CH2:19][CH2:18]3)[N:16]=2)[CH:7]=[CH:8][C:9]=1[O:10][CH3:11].[CH3:27][C:28]1[CH:29]=[C:30]([S:34](Cl)(=[O:36])=[O:35])[CH:31]=[CH:32][CH:33]=1>>[CH3:2][O:3][C:4]1[CH:5]=[C:6]([C:12]2[C:13]([CH2:25][CH3:26])([CH3:24])[C:14](=[O:23])[N:15]([CH:17]3[CH2:22][CH2:21][N:20]([S:34]([C:30]4[CH:31]=[CH:32][CH:33]=[C:28]([CH3:27])[CH:29]=4)(=[O:36])=[O:35])[CH2:19][CH2:18]3)[N:16]=2)[CH:7]=[CH:8][C:9]=1[O:10][CH3:11] |f:0.1|. Procedure details: The title compound is prepared analogously as described for GP1 using 5-(3,4-dimethoxyphenyl)-4-ethyl-4-methyl-2-piperidin-4-yl-2,4-dihydro-3H-pyrazol-3-one hydrochloride (compound B9*HCl) and 3-methylbenzenesulfonyl chloride as starting compounds. The crude product is purified by crystallization from methanol to yield the title compound. Reactants: NCC1N(CCC1)CC (2-aminomethyl-1-ethylpyrrolidine), C([O-])([O-])=O.[Na+].[Na+] (sodium carbonate), Cl.FC(C1=CC=C2C(=NC=NC2=C1)NC1=CC=C(C=C1)S(=O)(=O)Cl)(F)F (4-(7-trifluoromethyl-4-quinazolinylamino) benzene sulphonylchloride hydrochloride). The solvent is C(Cl)(Cl)Cl (chloroform). Run at time 4 hour. Product: hydrate, C(C)N1C(CCC1)CNC(C1=CC=C(C=C1)NC1=NC=NC2=CC(=CC=C12)C(F)(F)F)=O (N-[(1-ethyl-2-pyrrolidinyl)methyl]-4-(7-trifluoromethyl-4-quinazolinylamino)benzamide). Isolated yield 26.9%. As a reaction SMILES: [NH2:1][CH2:2][CH:3]1[CH2:7][CH2:6][CH2:5][N:4]1[CH2:8][CH3:9].[C:10](=[O:13])([O-])[O-].[Na+].[Na+].Cl.[F:17][C:18]([F:41])([F:40])[C:19]1[CH:28]=[C:27]2[C:22]([C:23]([NH:29][C:30]3[CH:35]=[CH:34][C:33](S(Cl)(=O)=O)=[CH:32][CH:31]=3)=[N:24][CH:25]=[N:26]2)=[CH:21][CH:20]=1>C(Cl)(Cl)Cl>[CH2:8]([N:4]1[CH2:5][CH2:6][CH2:7][CH:3]1[CH2:2][NH:1][C:10](=[O:13])[C:33]1[CH:32]=[CH:31][C:30]([NH:29][C:23]2[C:22]3[C:27](=[CH:28][C:19]([C:18]([F:40])([F:41])[F:17])=[CH:20][CH:21]=3)[N:26]=[CH:25][N:24]=2)=[CH:35][CH:34]=1)[CH3:9] |f:1.2.3,4.5|. Reported procedure: A mixture of 2-aminomethyl-1-ethylpyrrolidine (0.34 ml; 0.00235 mole), anhydrous sodium carbonate (3.5 g) and chloroform (100 ml) was cooled on an ice bath and treated with 4-(7-trifluoromethyl-4-quinazolinylamino) benzene sulphonylchloride hydrochloride (1.0 g; 0.00235 mole) with vigorous sitrring. The mixture was stirred at ambient temperature for 4 hours and then filtered. The residue on evaporation of the solvent was triturated with ether and the resulting solid was filtered off, washed with... Reactants: NN1C2=CC(=CC=C2C=2C=CN=CC12)Cl (9-amino-7-chloro-β-carboline), FC=1C=C(C(=O)Cl)C=CC1F (3,4-diflourobenzoyl chloride), N1=CC=CC=C1 (pyridine), Cl (HCl), [OH-].[Na+] (NaOH). Run in O (water), O (water). Reaction conditions: time 20 hour. Product: ClC=1C=C2C=3C=CN=CC3NC2=C(C1)NC(C1=CC(=C(C=C1)F)F)=O (N-(6-Chloro-9H-β-carbolin-8-yl)-3,4-difluoro-benzamide). RXN SMILES: N[N:2]1[C:14]2[CH:13]=[N:12][CH:11]=[CH:10][C:9]=2[C:8]2[C:3]1=[CH:4][C:5](Cl)=[CH:6][CH:7]=2.[F:16][C:17]1[CH:18]=[C:19]([CH:23]=[CH:24][C:25]=1[F:26])[C:20](Cl)=O.[OH-:27].[Na+].[ClH:29].[N:30]1C=CC=CC=1>O>[Cl:29][C:6]1[CH:7]=[C:8]2[C:3](=[C:4]([NH:30][C:20](=[O:27])[C:19]3[CH:23]=[CH:24][C:25]([F:26])=[C:17]([F:16])[CH:18]=3)[CH:5]=1)[NH:2][C:14]1[CH:13]=[N:12][CH:11]=[CH:10][C:9]2=1 |f:2.3|. Procedure: To a cold (3° C.-5° C.) solution of 9-amino-7-chloro-β-carboline (2.50 g, 11.5 mmol, as prepared in example 60 above) in pyridine (130 ml) was added 3,4-diflourobenzoyl chloride (1.67 ml, 13.25 mmol). The reaction was allowed to warm to RT and stirred for 20 h before diluting the reaction with water (60 ml) and 1M NaOH (15 ml). After stirring for 3 h at RT, the pH of the mixture was adjusted to 8-9 with 1M HCl and then poured into water (250 ml). The mixture was allowed to stand for 30 min and t... Reactants: ClCCC1=C(N=C2N(C1=O)C=CC=C2)C (3-(2-chloroethyl)-2-methyl-4H-pyrido-[1,2-a]pyrimidin-4-one), Cl.FC1=CC=C(C=C1)C(=O)C1CCNCC1 ((4-fluorophenyl)(4-piperidinyl)-methanone hydrochloride), C([O-])([O-])=O.[Na+].[Na+] (sodium carbonate). Run in CC(CC(C)=O)C (4-methyl-2-pentanone). Product: FC1=CC=C(C(=O)C2CCN(CC2)CCC2=C(N=C3N(C2=O)C=CC=C3)C)C=C1 (3-[2-[4-(4-fluorobenzoyl)-1-piperidinyl]ethyl]-2-methyl-4H-pyrido[1,2-a]pyrimidin-4-one). Reaction SMILES: Cl[CH2:2][CH2:3][C:4]1[C:9](=[O:10])[N:8]2[CH:11]=[CH:12][CH:13]=[CH:14][C:7]2=[N:6][C:5]=1[CH3:15].Cl.[F:17][C:18]1[CH:23]=[CH:22][C:21]([C:24]([CH:26]2[CH2:31][CH2:30][NH:29][CH2:28][CH2:27]2)=[O:25])=[CH:20][CH:19]=1.C(=O)([O-])[O-].[Na+].[Na+]>CC(C)CC(=O)C>[F:17][C:18]1[CH:19]=[CH:20][C:21]([C:24]([CH:26]2[CH2:31][CH2:30][N:29]([CH2:2][CH2:3][C:4]3[C:9](=[O:10])[N:8]4[CH:11]=[CH:12][CH:13]=[CH:14][C:7]4=[N:6][C:5]=3[CH3:15])[CH2:28][CH2:27]2)=[O:25])=[CH:22][CH:23]=1 |f:1.2,3.4.5|. Procedure: A mixture of 5 parts of 3-(2-chloroethyl)-2-methyl-4H-pyrido-[1,2-a]pyrimidin-4-one, 4.9 parts of (4-fluorophenyl)(4-piperidinyl)-methanone hydrochloride, 5 parts of sodium carbonate and 160 parts of 4-methyl-2-pentanone is stirred and refluxed for 24 hours. The reaction mixture is cooled, washed with water and the layers are separated. The organic phase is dried, filtered and evaporated. The residue is purified by column-chromatography over silica gel using a mixture of trichloromethane and met...